Dataset: the Open Reaction Database (ORD), a public repository of structured organic reaction records. Task: describe an organic reaction: reactants, conditions, products, and yield Starting materials: FC1=C(C=C(C(=O)O)C=C1)C=1C=C2C=NN=C(C2=CC1)N1CCOCC1 (4-fluoro-3-(1-morpholinophthalazin-6-yl)benzoic acid), S(=O)(Cl)Cl (thionyl chloride), C(C)(C)N(CC)C(C)C (diisopropylethylamine), C1(CC1)N (cyclopropylamine). Run in C(C)(=O)OCC (ethyl acetate), O1CCOCC1 (Dioxane). Reaction conditions: temperature 65 celsius, time 8 hour. The product is C1(CC1)NC(C1=CC(=C(C=C1)F)C=1C=C2C=NN=C(C2=CC1)N1CCOCC1)=O (N-Cyclopropyl-4-fluoro-3-(1-morpholin-4-ylphthalazin-6-yl)benzamide). As a reaction SMILES: [F:1][C:2]1[CH:10]=[CH:9][C:5]([C:6](O)=[O:7])=[CH:4][C:3]=1[C:11]1[CH:12]=[C:13]2[C:18](=[CH:19][CH:20]=1)[C:17]([N:21]1[CH2:26][CH2:25][O:24][CH2:23][CH2:22]1)=[N:16][N:15]=[CH:14]2.S(Cl)(Cl)=O.C([N:34]([CH:37]([CH3:39])[CH3:38])CC)(C)C.C1(N)CC1>C(OCC)(=O)C.O1CCOCC1>[CH:37]1([NH:34][C:6](=[O:7])[C:5]2[CH:9]=[CH:10][C:2]([F:1])=[C:3]([C:11]3[CH:12]=[C:13]4[C:18](=[CH:19][CH:20]=3)[C:17]([N:21]3[CH2:22][CH2:23][O:24][CH2:25][CH2:26]3)=[N:16][N:15]=[CH:14]4)[CH:4]=2)[CH2:39][CH2:38]1. Procedure details: To 4-fluoro-3-(1-morpholinophthalazin-6-yl)benzoic acid (200 mg, 566 μmol) was added thionyl chloride (2.83 mL) before it was heated to 65° C. for 1 h. The reaction mixture was concentrated in vacuo and azeotropically dried with toluene. Dioxane (2.83 mL,), diisopropylethylamine (493 μl, 2830 μmol), and cyclopropylamine (323 μl, 5660 μmol) were added and the mixture was stirred at RT overnight. The reaction mixture was diluted with 50 mL of ethyl acetate, added to a separation funnel, partitione... The reactants are C1(CCCCC1)OC1=C(C=CC(=C1)[N+](=O)[O-])NS(=O)(=O)C.[Na] (sodium N-(2-cyclohexyloxy-4-nitrophenyl)methanesulfonamide), [Cl-].[Ca+2].[Cl-] (calcium chloride). Run in C(C)O (ethanol). Product: C1(CCCCC1)OC1=C(C=CC(=C1)[N+](=O)[O-])NS(=O)(=O)C.[Ca] (calcium N-(2-cyclohexyloxy-4-nitrophenyl)methanesulfonamide). RXN SMILES: [CH:1]1([O:7][C:8]2[CH:13]=[C:12]([N+:14]([O-:16])=[O:15])[CH:11]=[CH:10][C:9]=2[NH:17][S:18]([CH3:21])(=[O:20])=[O:19])[CH2:6][CH2:5][CH2:4][CH2:3][CH2:2]1.[Na].[Cl-].[Ca+2:24].[Cl-]>C(O)C>[CH:1]1([O:7][C:8]2[CH:13]=[C:12]([N+:14]([O-:16])=[O:15])[CH:11]=[CH:10][C:9]=2[NH:17][S:18]([CH3:21])(=[O:20])=[O:19])[CH2:2][CH2:3][CH2:4][CH2:5][CH2:6]1.[Ca:24] |f:0.1,2.3.4,6.7,^1:21|. Procedure: To 2 ml of an ethanol solution containing 0.2 g of sodium N-(2-cyclohexyloxy-4-nitrophenyl)methanesulfonamide obtained in Example 16 was added 0.6 ml of 1N calcium chloride at room temperature with stirring. The solvent was evaporated, and the resulting residue was recrystallized from water to give 0.17 g of calcium N-(2-cyclohexyloxy-4-nitrophenyl)methanesulfonamide. Reactants: N1(C=NC=C1)CCCC(O)C1=CC2=CC=CC=C2C=C1 (4-(1H-imidazol-1-yl)-1-(2-naphthyl)-1-butanol), O.C1(=CC=C(C=C1)S(=O)(=O)O)C (p-toluenesulfonic acid hydrate), O (water). The solvent is C(OC)COC (dimethoxyethane). Product: C1=C(C=CC2=CC=CC=C12)/C=C/CCN1C=NC=C1 (1-[(E)-4-(2-naphthyl)-3-buten-1-yl]-1H-imidazole). The yield is 26.7%. As a reaction SMILES: [N:1]1([CH2:6][CH2:7][CH2:8][CH:9]([C:11]2[CH:20]=[CH:19][C:18]3[C:13](=[CH:14][CH:15]=[CH:16][CH:17]=3)[CH:12]=2)O)[CH:5]=[CH:4][N:3]=[CH:2]1.O.C1(C)C=CC(S(O)(=O)=O)=CC=1.O>C(COC)OC>[CH:12]1[C:13]2[C:18](=[CH:17][CH:16]=[CH:15][CH:14]=2)[CH:19]=[CH:20][C:11]=1/[CH:9]=[CH:8]/[CH2:7][CH2:6][N:1]1[CH:5]=[CH:4][N:3]=[CH:2]1 |f:1.2|. Procedure: A mixture of 4-(1H-imidazol-1-yl)-1-(2-naphthyl)-1-butanol (0.450 g) and p-toluenesulfonic acid hydrate (0.589 g) in dimethoxyethane (20 ml) was refluxed for 16 hours. To the mixture was added water, then the whole was concentrated and extracted with ethyl acetate. The extract was washed with water and brine, dried and concentrated. The residue was chromatographed on silica gel (ethyl acetate-MeOH=20:1) followed by crystallization from ethyl acetate-hexane to give the titled compound (0.112 g) a... Reactants: ClC=1C=NC=CC1NN1C=CC2=CC=CC=C12 (N-(3-chloro-4-pyridinyl)-1H-indol-1-amine), C(CC)Br (propyl bromide), [H-].[Na+] (NaH). Yields the product Cl.ClC=1C=NC=CC1N(N1C=CC2=CC=CC=C12)CCC (N-(3-Chloro-4-pyridinyl)-N-propyl-1H-indol-1-amine hydrochloride). Reaction SMILES: [Cl:1][C:2]1[CH:3]=[N:4][CH:5]=[CH:6][C:7]=1[NH:8][N:9]1[C:17]2[C:12](=[CH:13][CH:14]=[CH:15][CH:16]=2)[CH:11]=[CH:10]1.[CH2:18](Br)[CH2:19][CH3:20].[H-].[Na+]>>[ClH:1].[Cl:1][C:2]1[CH:3]=[N:4][CH:5]=[CH:6][C:7]=1[N:8]([CH2:18][CH2:19][CH3:20])[N:9]1[C:17]2[C:12](=[CH:13][CH:14]=[CH:15][CH:16]=2)[CH:11]=[CH:10]1 |f:2.3,4.5|. Reported procedure: The title compound was prepared from N-(3-chloro-4-pyridinyl)-1H-indol-1-amine and propyl bromide with the aid of NaH in substantially the same manner as in Example 4, m.p. 202° C. (dec.). Reactants: [H-].[Na+] (Sodium hydride), FC1=CC=C(C=C1)O (4-fluorophenol), COCCOCCN(CCOCCOC)CCOCCOC (TDA-1). Reagents/catalysts: [Cu]Cl (copper(I) chloride). Solvent: BrC=1C=C(C=CC1)C (3-bromotoluene). Run at temperature 45 celsius. Yields the product FC1=CC=C(OC=2C=C(C=CC2)C)C=C1 (3-(4-Fluorophenoxy)toluene). As a reaction SMILES: [H-].[Na+].[F:3][C:4]1[CH:9]=[CH:8][C:7]([OH:10])=[CH:6][CH:5]=1.COCCOCCN(CCO[CH2:29][CH2:30]OC)CCOCCOC>BrC1C=C(C)C=CC=1.[Cu]Cl>[F:3][C:4]1[CH:9]=[CH:8][C:7]([O:10][C:5]2[CH:6]=[C:29]([CH3:30])[CH:8]=[CH:9][CH:4]=2)=[CH:6][CH:5]=1 |f:0.1|. Procedure: Sodium hydride (1 80 g) was suspended in 3-bromotoluene (51.3 g, Aldrich) and 4-fluorophenol (8.40 g, Aldrich) added over 1/4 hour with stirring. The mixture was then heated at 45° C. until effervescence stopped (1/2 hour). After cooling, copper(I) chloride (3.75 g) was added followed by TDA-1 (12 g) over 10 minutes with further cooling. The mixture was then heated at 180° C. under N2 for 24 hours. After cooling, the mixture was treated with 2 M aqu. HCl (100 ml) and extracted with ether. The ex...